Dataset: the Open Reaction Database (ORD), a public repository of structured organic reaction records. Task: describe an organic reaction: reactants, conditions, products, and yield Reactants: compound, C(\C=C\C(=O)O)(=O)O (fumaric acid), CC(C)C1N(C(OC1C1=CC=CC=C1)=O)CCCN1CCCCC1 ((4RS,5SR)-4-(1-methylethyl)-5-phenyl-3-(3-piperidinopropyl)-1,3-oxazolidine-2-one). Solvent: C(C)O (ethanol), C(C)O (ethanol). Conditions: time 8 hour. The product is C(\C=C\C(=O)O)(=O)O.CC(C)C1N(C(OC1C1=CC=CC=C1)=O)CCCN1CCCCC1 ((4RS,5SR)-4-(1-methylethyl)-5-phenyl-3-(3-piperidinopropyl)-1,3-oxazolidine-2-one fumarate). Yield: 85.0%. Reaction SMILES: [CH3:1][CH:2]([CH:4]1[CH:8]([C:9]2[CH:14]=[CH:13][CH:12]=[CH:11][CH:10]=2)[O:7][C:6](=[O:15])[N:5]1[CH2:16][CH2:17][CH2:18][N:19]1[CH2:24][CH2:23][CH2:22][CH2:21][CH2:20]1)[CH3:3].[C:25]([OH:32])(=[O:31])/[CH:26]=[CH:27]/[C:28]([OH:30])=[O:29]>C(O)C>[C:25]([OH:32])(=[O:31])/[CH:26]=[CH:27]/[C:28]([OH:30])=[O:29].[CH3:3][CH:2]([CH:4]1[CH:8]([C:9]2[CH:14]=[CH:13][CH:12]=[CH:11][CH:10]=2)[O:7][C:6](=[O:15])[N:5]1[CH2:16][CH2:17][CH2:18][N:19]1[CH2:24][CH2:23][CH2:22][CH2:21][CH2:20]1)[CH3:1] |f:3.4|. Procedure: The compound (430 mg, 1.30 mmol) obtained in item (1) of this Example was dissolved in ethanol (4 ml), followed by addition of a hot ethanol solution (5 ml) of fumaric acid (151 mg, 1.30 mmol). The solution was evaporated under reduced pressure and the residue was dissolved in acetone and allowed to stand overnight. After ice-cooling of the mixture, precipitated crystals were collected by filtration. The crystals were washed three times with acetone to obtain 491 mg of the intended compound as w... Starting materials: CO, COc1ccc(Cn2c(=O)ccn(C3OC(C(O)C(NCCCNC(=O)C(NC(=O)OCc4ccccc4)C(C)O)C(=O)OC(C)(C)C)C(O)C3O)c2=O)cc1. Product: COc1ccc(Cn2c(=O)ccn(C3OC(C(O)C(NCCCNC(=O)C(N)C(C)O)C(=O)OC(C)(C)C)C(O)C3O)c2=O)cc1. RXN SMILES: [CH3:57][OH:58].[OH:1][CH:2]1[CH:3]([CH:25]([CH:26]([NH:27][CH2:28][CH2:29][CH2:30][NH:31][C:32]([CH:33]([NH:34][C:35](=[O:36])[O:37][CH2:38][c:39]2[cH:40][cH:41][cH:42][cH:43][cH:44]2)[CH:45]([CH3:46])[OH:47])=[O:48])[C:49](=[O:50])[O:51][C:52]([CH3:53])([CH3:54])[CH3:55])[OH:56])[O:4][CH:5]([n:8]2[c:9](=[O:24])[n:10]([CH2:15][c:16]3[cH:17][cH:18][c:19]([O:22][CH3:23])[cH:20][cH:21]3)[c:11](=[O:14])[cH:12][cH:13]2)[CH:6]1[OH:7]>>[OH:1][CH:2]1[CH:3]([CH:25]([CH:26]([NH:27][CH2:28][CH2:29][CH2:30][NH:31][C:32]([CH:33]([NH2:34])[CH:45]([CH3:46])[OH:47])=[O:48])[C:49](=[O:50])[O:51][C:52]([CH3:53])([CH3:54])[CH3:55])[OH:56])[O:4][CH:5]([n:8]2[c:9](=[O:24])[n:10]([CH2:15][c:16]3[cH:17][cH:18][c:19]([O:22][CH3:23])[cH:20][cH:21]3)[c:11](=[O:14])[cH:12][cH:13]2)[CH:6]1[OH:7]. Starting materials: O (water), C1(=CC=CC=C1)C1(CCN(CC1)C(C(F)(F)F)=O)C#N (4-Phenyl-1-(2,2,2-trifluoro-acetyl)-piperidine-4-carbonitrile), [N+](=O)([O-])[O-].[K+] (Potassium nitrate), FC(C(=O)OC(C(F)(F)F)=O)(F)F (Trifluoroacetic anhydride). The solvent is C(C)#N (Acetonitrile). Run at temperature 0 celsius, time 2 hour. The product is [N+](=O)([O-])C1=CC=C(C=C1)C1(CCN(CC1)C(C(F)(F)F)=O)C#N (4-(4-Nitro-phenyl)-1-(2,2,2-trifluoro-acetyl)-piperidine-4-carbonitrile). Isolated yield 31.4%. RXN SMILES: [C:1]1([C:7]2([C:19]#[N:20])[CH2:12][CH2:11][N:10]([C:13](=[O:18])[C:14]([F:17])([F:16])[F:15])[CH2:9][CH2:8]2)[CH:6]=[CH:5][CH:4]=[CH:3][CH:2]=1.FC(F)(F)C(OC(=O)C(F)(F)F)=O.[N+:34]([O-])([O-:36])=[O:35].[K+].O>C(#N)C>[N+:34]([C:4]1[CH:3]=[CH:2][C:1]([C:7]2([C:19]#[N:20])[CH2:8][CH2:9][N:10]([C:13](=[O:18])[C:14]([F:16])([F:17])[F:15])[CH2:11][CH2:12]2)=[CH:6][CH:5]=1)([O-:36])=[O:35] |f:2.3|. Procedure details: 4-Phenyl-1-(2,2,2-trifluoro-acetyl)-piperidine-4-carbonitrile was dissolved in Acetonitrile (12.0 mL), Trifluoroacetic anhydride (4.00 mL, 28.3 mmol) was added and the mixture was cooled in an ice bath. Potassium nitrate (1.58 g, 15.6 mmol) was then added and the reaction was stirred at 0° C. for 2 h, then water (100 mL) was added at 0° C. The mixture was extracted with EtOAc (2×50 mL), the organics were washed with 1:1 brine:satd. NaHCO3 (2×50 mL), dried over sodium sulfate and then filtered th... The reactants are C1(=CC=CC=C1)N1N=C2C(=CNC=3C=CC(=CC23)N2CCNCC2)C1=O (2-Phenyl-8-piperazin-1-yl-2,5-dihydro-pyrazolo[4,3-c]quinolin-3-one), NC1=CC=2C=3C(=CNC2C=C1)C(N(N3)C3=CC=C(C=C3)Cl)=O (8-Amino-2-(4-chlorophenyl)-2,5-dihydro-pyrazolo-[4,3-c]quinolin-3-one). The product is ClC1=CC=C(C=C1)N1N=C2C(=CNC=3C=CC(=CC23)N2CCNCC2)C1=O (2-(4′-Chlorophenyl)-8-piperazin-1-yl-2,5-dihydro-pyrazolo[4,3-c]quinolin-3-one). Reaction SMILES: [C:1]1([N:7]2[C:25](=[O:26])[C:10]3=[CH:11][NH:12][C:13]4[CH:14]=[CH:15][C:16]([N:19]5[CH2:24][CH2:23][NH:22][CH2:21][CH2:20]5)=[CH:17][C:18]=4[C:9]3=[N:8]2)[CH:6]=[CH:5][CH:4]=[CH:3][CH:2]=1.NC1C=CC2NC=C3C(=O)N(C4C=CC([Cl:47])=CC=4)N=C3C=2C=1>>[Cl:47][C:4]1[CH:5]=[CH:6][C:1]([N:7]2[C:25](=[O:26])[C:10]3=[CH:11][NH:12][C:13]4[CH:14]=[CH:15][C:16]([N:19]5[CH2:20][CH2:21][NH:22][CH2:23][CH2:24]5)=[CH:17][C:18]=4[C:9]3=[N:8]2)=[CH:2][CH:3]=1. Reported procedure: The title compound was prepared following the procedure described for 7a using 6b. 1H-NMR (DMSO-d6) δ (ppm): 3.25 (4H, br), 3.50 (4H, br), 3.75 (3H, s), 7.00 (1H, d, J=9.06 Hz), 7.40 (1H, m), 7.48 (1H, br), 7.68 (1H, d, J=9.06 Hz), 7.92 (1H, d, J=8.79 Hz), 8.05 (2H, d, J=8.79 Hz), 8.56 (1H, br), 9.12 (1H, br). m/z 380.9 (MH+). The reactants are ClC1=NC(=C2N=CN(C2=N1)C1CCCC1)Cl (2,6-dichloro-9-cyclopentylpurine), C1(=CC=CC=C1)CCCCN (4-phenylbutylamine). Solvent: C(C)N(CC)CC (triethylamine). Product: ClC1=NC(=C2N=CN(C2=N1)C1CCCC1)NCCCCC1=CC=CC=C1 (2-Chloro-6-(4-phenylbutylamino)-9-cyclopentylpurine). RXN SMILES: [Cl:1][C:2]1[N:10]=[C:9]2[C:5]([N:6]=[CH:7][N:8]2[CH:11]2[CH2:15][CH2:14][CH2:13][CH2:12]2)=[C:4](Cl)[N:3]=1.[C:17]1([CH2:23][CH2:24][CH2:25][CH2:26][NH2:27])[CH:22]=[CH:21][CH:20]=[CH:19][CH:18]=1>C(N(CC)CC)C>[Cl:1][C:2]1[N:10]=[C:9]2[C:5]([N:6]=[CH:7][N:8]2[CH:11]2[CH2:15][CH2:14][CH2:13][CH2:12]2)=[C:4]([NH:27][CH2:26][CH2:25][CH2:24][CH2:23][C:17]2[CH:22]=[CH:21][CH:20]=[CH:19][CH:18]=2)[N:3]=1. Procedure: 2-Chloro-6-(4-phenylbutylamino)-9-cyclopentylpurine is prepared from 2,6-dichloro-9-cyclopentylpurine, 4-phenylbutylamine, and triethylamine essentially as described above in Example 1, Scheme A, step b. Starting materials: C(C)O (ethanol), N1=C(NC=2C=NC=CC21)C2=CC=CC=1C(C3=CC=CC=C3C21)N (4-(3H-imidazo[4,5-c]pyridin-2-yl)-fluorene-9(R,S)-amine). Product: N1=CC=CC=2C(=CC=CC12)C=O (quinoline-5-carboxaldehyde). RXN SMILES: [N:1]1C2C=CN=CC=2N[C:2]=1[C:10]1[C:22]2[C:21]3[C:16](=[CH:17][CH:18]=[CH:19][CH:20]=3)[CH:15](N)C=2C=CC=1.C([OH:26])C>>[N:1]1[C:20]2[CH:19]=[CH:18][CH:17]=[C:16]([CH:15]=[O:26])[C:21]=2[CH:22]=[CH:10][CH:2]=1. Procedure details: Carry out the procedure as in Example 18, starting from 100 mg of 4-(3H-imidazo[4,5-c]pyridin-2-yl)-fluorene-9(R,S)-amine, obtained in Example 6, and 59 mg of quinoline-5-carboxaldehyde in 1 ml of ethanol for 3 hours at room temperature, then add 29 mg of sodium hydroborate and stir for 2 hours at room temperature. After purification by HPLC/MS on a Symmetry C18 silica column (5 μm), eluting with a gradient of water 100% (containing 0.07% of TFA) to acetonitrile 100% (containing 0.07% of TFA), w... Reactants: BrC=1C=C2C=NNC2=CC1 (5-bromoindazole), CC(C)([O-])C.[K+] (potassium tert-butoxide), CS(=O)(=O)OC1CCN(CC1)C(=O)OC(C)(C)C (tert-butyl 4-(methylsulfonyloxy)piperidine-1-carboxylate). The solvent is O1CCCC1 (tetrahydrofuran). Reaction conditions: time 15 minute. Product: BrC=1C=C2C=NN(C2=CC1)C1CCN(CC1)C(=O)OC(C)(C)C (tert-butyl 4-(5-bromo-1H-indazol-1-yl)piperidine-1-carboxylate). Reaction SMILES: CC(C)([O-])C.[K+].[Br:7][C:8]1[CH:9]=[C:10]2[C:14](=[CH:15][CH:16]=1)[NH:13][N:12]=[CH:11]2.CS(O[CH:22]1[CH2:27][CH2:26][N:25]([C:28]([O:30][C:31]([CH3:34])([CH3:33])[CH3:32])=[O:29])[CH2:24][CH2:23]1)(=O)=O>O1CCCC1>[Br:7][C:8]1[CH:9]=[C:10]2[C:14](=[CH:15][CH:16]=1)[N:13]([CH:22]1[CH2:27][CH2:26][N:25]([C:28]([O:30][C:31]([CH3:34])([CH3:33])[CH3:32])=[O:29])[CH2:24][CH2:23]1)[N:12]=[CH:11]2 |f:0.1|. Procedure: To a suspension of potassium tert-butoxide (37.25 g) in tetrahydrofuran (1000 mL) was added 5-bromoindazole (54.52 g), and the mixture was stirred at room temperature for 15 minutes. To the reaction solution was added tert-butyl 4-(methylsulfonyloxy)piperidine-1-carboxylate (98.74 g), and the reaction solution was heated at reflux for 1 day. Then, the mixture was partitioned between ethyl acetate and water, and the organic layer was washed with brine and dried over Na2SO4. The residue was purifi...